Task: describe an organic reaction: reactants, conditions, products, and yield. Dataset: the Open Reaction Database (ORD), a public repository of structured organic reaction records Starting materials: ClC=1C=C(C=C(C1OCC1=CC=C(C=C1)OC)Cl)C1=NOC(=N1)C(=O)NCC1=CC=C(C=C1)O (3-(3,5-Dichloro-4-(4-methoxybenzyloxy)phenyl)-N-(4-hydroxybenzyl)-1,2,4-oxadiazole-5-carboxamide), N1=CC=CC=C1 (Pyridine), ClC=1C=C(C=C(C1OCC1=CC=C(C=C1)OC)Cl)C1=NOC(=N1)C(=O)NCC1=CC=C(C=C1)O (3-(3,5-Dichloro-4-(4-methoxybenzyloxy)phenyl)-N-(4-hydroxybenzyl)-1,2,4-oxadiazole-5-carboxamide), FC1=C(C=C(C=C1)B(O)O)C(F)(F)F (4-fluoro-3-(trifluoromethyl)phenylboronic acid). The reagents and catalysts are CC(=O)[O-].CC(=O)[O-].[Cu+2] (Cu(OAc)2). Run in ClCCl (dichloromethane). Conditions: time 1 day. The product is ClC=1C=C(C=C(C1O)Cl)C1=NOC(=N1)C(=O)NCC1=CC=C(C=C1)OC1=CC(=C(C=C1)F)C(F)(F)F (3-(3,5-Dichloro-4-hydroxyphenyl)-N-(4-(4-fluoro-3-(trifluoromethyl)phenoxy)benzyl)-1,2,4-oxadiazole-5-carboxamide). Isolated yield 70.8%. RXN SMILES: [Cl:1][C:2]1[CH:3]=[C:4]([C:19]2[N:23]=[C:22]([C:24]([NH:26][CH2:27][C:28]3[CH:33]=[CH:32][C:31]([OH:34])=[CH:30][CH:29]=3)=[O:25])[O:21][N:20]=2)[CH:5]=[C:6]([Cl:18])[C:7]=1[O:8]CC1C=CC(OC)=CC=1.[F:35][C:36]1[CH:41]=[CH:40][C:39](B(O)O)=[CH:38][C:37]=1[C:45]([F:48])([F:47])[F:46].N1C=CC=CC=1>ClCCl.CC([O-])=O.CC([O-])=O.[Cu+2]>[Cl:1][C:2]1[CH:3]=[C:4]([C:19]2[N:23]=[C:22]([C:24]([NH:26][CH2:27][C:28]3[CH:29]=[CH:30][C:31]([O:34][C:39]4[CH:40]=[CH:41][C:36]([F:35])=[C:37]([C:45]([F:48])([F:47])[F:46])[CH:38]=4)=[CH:32][CH:33]=3)=[O:25])[O:21][N:20]=2)[CH:5]=[C:6]([Cl:18])[C:7]=1[OH:8] |f:4.5.6|. Reported procedure: 3-(3,5-Dichloro-4-(4-methoxybenzyloxy)phenyl)-N-(4-hydroxybenzyl)-1,2,4-oxadiazole-5-carboxamide (compound G, 60 mg, 0.12 mmol), 4-fluoro-3-(trifluoromethyl)phenylboronic acid (50 mg, 0.24 mmol), Cu(OAc)2 (44 mg, 0.24 mmol) and 3 Å powdered molecular sieves (70 mg) were stirred in an open tube in dichloromethane (3 mL). Pyridine (57 mg, 0.72 mmol) was added and the dark green suspension stirred vigorously at room temperature in an open tube for 1 d. The molecular sieves were filtered, washed wit...